This data is from the Open Reaction Database (ORD), a public repository of structured organic reaction records. The task is: describe an organic reaction: reactants, conditions, products, and yield Reactants: OC1=C(C2=C(C=C(C(O2)=O)C(=O)O)C=C1)O (7,8-Dihydroxy-2-oxo-2H-1-benzopyran-3-carboxylic acid), S(=O)(Cl)Cl (thionyl chloride). The product is OC1=C(C2=C(C=C(C(O2)=O)C(=O)Cl)C=C1)O (7,8-dihydroxy-2-oxo-2H-1-benzopyran-3-carbonyl chloride). RXN SMILES: [OH:1][C:2]1[CH:15]=[CH:14][C:5]2[CH:6]=[C:7]([C:11](O)=[O:12])[C:8](=[O:10])[O:9][C:4]=2[C:3]=1[OH:16].S(Cl)([Cl:19])=O>>[OH:1][C:2]1[CH:15]=[CH:14][C:5]2[CH:6]=[C:7]([C:11]([Cl:19])=[O:12])[C:8](=[O:10])[O:9][C:4]=2[C:3]=1[OH:16]. Procedure details: 7,8-Dihydroxy-2-oxo-2H-1-benzopyran-3-carboxylic acid (50 mg) was heated under reflux for 5.5 hours in thionyl chloride (20 mL), and then thionyl chloride was distilled off. Benzene (10 mL) was added to the residues, and the benzene was distilled off, followed by vacuum drying, to yield 7,8-dihydroxy-2-oxo-2H-1-benzopyran-3-carbonyl chloride. The reactants are 20, NC1=CC(=C(C(=C1)Cl)NC(C)=O)Cl (N-(4-amino-2,6-dichlorophenyl)acetamide), S1C=CC=C1 (thiophene), [F-].[K+] (potassium fluoride), [H][H] (hydrogen), Cl (hydrogen chloride). Reagents/catalysts: [Pt] (platinum-on-charcoal). The solvent is CO (methanol), CO (methanol), CC(C)O (2-propanol), CC(C)=O (2-propanone). The product is 15.7, ClC1=C(C(=CC(=C1)NC(C)C)Cl)NC(C)=O (N-[2,6-dichloro-4-[(1-methylethyl)amino]phenyl]acetamide). Isolated yield 66.7%. RXN SMILES: [NH2:1][C:2]1[CH:7]=[C:6]([Cl:8])[C:5]([NH:9][C:10](=[O:12])[CH3:11])=[C:4]([Cl:13])[CH:3]=1.S1C=[CH:17][CH:16]=[CH:15]1.[F-].[K+].Cl.[H][H]>CO.[Pt].CC(O)C.CC(=O)C>[Cl:13][C:4]1[CH:3]=[C:2]([NH:1][CH:16]([CH3:17])[CH3:15])[CH:7]=[C:6]([Cl:8])[C:5]=1[NH:9][C:10](=[O:12])[CH3:11] |f:2.3|. Reported procedure: A mixture of 20 parts of N-(4-amino-2,6-dichlorophenyl)acetamide, 10 parts of 2-propanone, 2 parts of a solution of thiophene in methanol 4%, 400 parts of methanol, 5 parts of potassium fluoride and 18 parts of 2-propanol, saturated with hydrogen chloride was hydrogenated in a Parr apparatus and at 50° C. with 2 parts of platinum-on-charcoal catalyst 5%. After the calculated amount of hydrogen was taken up, the catalyst was filtered off and the filtrate was evaporated. The residue was crystalliz... The reactants are O=C1CCCC=2NC(SC21)=O (7-oxo-2,3,4,5,6,7-hexahydrobenzothiazoline-2-one), C([O-])([O-])=O.[K+].[K+] (potassium carbonate), P(=S)(OCC)(OCC)Cl (O,O-diethyl chlorothiophosphate). The solvent is CC(=O)C (acetone). Run at time 24 hour. Product: C(C)OP(=S)(OCC)OC=1SC2=C(N1)CCCC2=O (2-(diethoxythiophosphoryloxy)-4,5,6,7-tetrahydro-7-oxo-benzothiazole). Reaction SMILES: [O:1]=[C:2]1[C:10]2[S:9][C:8](=[O:11])[NH:7][C:6]=2[CH2:5][CH2:4][CH2:3]1.C(=O)([O-])[O-].[K+].[K+].[P:18](Cl)([O:23][CH2:24][CH3:25])([O:20][CH2:21][CH3:22])=[S:19]>CC(C)=O>[CH2:21]([O:20][P:18]([O:11][C:8]1[S:9][C:10]2[C:2](=[O:1])[CH2:3][CH2:4][CH2:5][C:6]=2[N:7]=1)([O:23][CH2:24][CH3:25])=[S:19])[CH3:22] |f:1.2.3|. Procedure details: A mixture of 8.4 g of 7-oxo-2,3,4,5,6,7-hexahydrobenzothiazoline-2-one, 10.5 g of potassium carbonate and 100 ml of acetone was refluxed for 1 hour and after addition of 14.5 g of O,O-diethyl chlorothiophosphate thereto, the mixture was refluxed for another hour. The mixture was stirred at room temperature for 24 hours and the mineral salts formed were filtered off. The filtrate was distilled to dryness under reduced pressure and the residue was chromatographed over silica gel. Elution with a 6 ... Reactants: [Al+3], COC(=O)c1cc(N2CCOCC2)cc2c1nc(C)n2Cc1cccc(C(F)(F)F)c1C, [H-], [H-], [H-], [H-], [Li+], C1CCOC1. Yields the product Cc1c(Cn2c(C)nc3c(CO)cc(N4CCOCC4)cc32)cccc1C(F)(F)F. As a reaction SMILES: [Al+3:34].[CH3:1][c:2]1[n:3][c:4]2[c:5]([n:6]1[CH2:7][c:8]1[c:9]([CH3:18])[c:10]([C:14]([F:15])([F:16])[F:17])[cH:11][cH:12][cH:13]1)[cH:19][c:20]([N:27]1[CH2:28][CH2:29][O:30][CH2:31][CH2:32]1)[cH:21][c:22]2[C:23](=[O:24])[O:25][CH3:26].[H-:33].[H-:36].[H-:37].[H-:38].[Li+:35].[O:39]1[CH2:40][CH2:41][CH2:42][CH2:43]1>>[CH3:1][c:2]1[n:3][c:4]2[c:5]([n:6]1[CH2:7][c:8]1[c:9]([CH3:18])[c:10]([C:14]([F:15])([F:16])[F:17])[cH:11][cH:12][cH:13]1)[cH:19][c:20]([N:27]1[CH2:28][CH2:29][O:30][CH2:31][CH2:32]1)[cH:21][c:22]2[CH2:23][OH:24]. Reactants: FC(C(=O)O)(F)F (trifluoroacetic acid), C(C1=CC=CC=C1)NCCO (N-benzylethanolamine), C(Cl)[C@@H]1CO1 ((S)-epichlorohydrin), [OH-].[Na+] (NaOH), OCC1CNCCO1 (2-hydroxymethylmorpholine), O1CCNCCC1 (1,4-oxazepane). The solvent is CO (methanol), O (water), CC(C)O (2-propanol). Reaction conditions: temperature 25 celsius, time 1 hour. Yields the product FC(C(=O)O)(F)F.OC[C@H]1CNCCO1 ((R)-2-hydroxymethylmorpholine trifluoroacetate). The yield is 42.4%. As a reaction SMILES: C(NCCO)C1C=CC=CC=1.C([C@H]1OC1)Cl.[OH-].[Na+].[OH:19][CH2:20][CH:21]1[O:26][CH2:25][CH2:24][NH:23][CH2:22]1.O1CCCNCC1.[F:34][C:35]([F:40])([F:39])[C:36]([OH:38])=[O:37]>CO.O.CC(O)C>[F:34][C:35]([F:40])([F:39])[C:36]([OH:38])=[O:37].[OH:19][CH2:20][C@@H:21]1[O:26][CH2:25][CH2:24][NH:23][CH2:22]1 |f:2.3,10.11|. Procedure details: To a mixture of N-benzylethanolamine (40.9 g, 0.270 mol), 2-propanol (25 ml) and water (25 ml) was added dropwise at 15 to 25° C. (S)-epichlorohydrin (25.0 g, 0.270 mol, 99% ee). After reaction at 15 to 25° C. for 7 hr, aqueous 24% NaOH solution (NET 14.05 g, 0.351 mol) was added at 5 to 10° C. After reaction at 25° C. for 20 hr, the reaction mixture was concentrated under reduced pressure to evaporate 2-propanol. To the residue was added toluene (75 ml) and, after partitioning, the organic laye... Isolated yield 63.6%. Reactants: C(C)(C)(C)[Si](OC1=CC=C(OC[C@H](CNCCC2=CC=C(NC3CCN(CC3)C(=O)NCC(C3=CC=CC=C3)C3=CC=CC=C3)C=C2)O)C=C1)(C1=CC=CC=C1)C1=CC=CC=C1 (4-[4-(2-{[(2S)-3-(4-{[tert-Butyl (diphenyl)silyl]oxy}phenoxy)-2-hydroxypropyl]amino}ethyl)anilino]-N-(2,2-diphenylethyl)-1-piperidinecarboxamide). The solvent is C(Cl)(Cl)Cl.CO (chloroform methanol). Product: C1(=CC=CC=C1)C(CNC(=O)N1CCC(CC1)NC1=CC=C(C=C1)CCNC[C@@H](COC1=CC=C(C=C1)O)O)C1=CC=CC=C1 (4-(4-[2-[(2S)-2-Hydroxy-3-(4-hydroxy-phenoxy)-propylamino]-ethyl)-phenylamino)-piperidine-1-carboxylic acid (2,2-diphenyl-ethyl)-amide). Procedure details: 4-[4-(2-{[(2S)-3-(4-{[tert-Butyl (diphenyl)silyl]oxy}phenoxy)-2-hydroxypropyl]amino}ethyl)anilino]-N-(2,2-diphenylethyl)-1-piperidinecarboxamide (0.20 g, 0.236 mmol) was reacted according to Procedure H (eluant: 5:1 chloroform-methanol containing 1% ammonium hydroxide) to give the title compound (0.095 g, 0.15 mmol) Reaction SMILES: C([Si](C1C=CC=CC=1)(C1C=CC=CC=1)[O:6][C:7]1[CH:50]=[CH:49][C:10]([O:11][CH2:12][C@@H:13]([OH:48])[CH2:14][NH:15][CH2:16][CH2:17][C:18]2[CH:47]=[CH:46][C:21]([NH:22][CH:23]3[CH2:28][CH2:27][N:26]([C:29]([NH:31][CH2:32][CH:33]([C:40]4[CH:45]=[CH:44][CH:43]=[CH:42][CH:41]=4)[C:34]4[CH:39]=[CH:38][CH:37]=[CH:36][CH:35]=4)=[O:30])[CH2:25][CH2:24]3)=[CH:20][CH:19]=2)=[CH:9][CH:8]=1)(C)(C)C>C(Cl)(Cl)Cl.CO>[C:34]1([CH:33]([C:40]2[CH:45]=[CH:44][CH:43]=[CH:42][CH:41]=2)[CH2:32][NH:31][C:29]([N:26]2[CH2:27][CH2:28][CH:23]([NH:22][C:21]3[CH:46]=[CH:47][C:18]([CH2:17][CH2:16][NH:15][CH2:14][C@H:13]([OH:48])[CH2:12][O:11][C:10]4[CH:49]=[CH:50][C:7]([OH:6])=[CH:8][CH:9]=4)=[CH:19][CH:20]=3)[CH2:24][CH2:25]2)=[O:30])[CH:35]=[CH:36][CH:37]=[CH:38][CH:39]=1 |f:1.2|.